Dataset: the Open Reaction Database (ORD), a public repository of structured organic reaction records. Task: describe an organic reaction: reactants, conditions, products, and yield The product is C(C)(=O)N(CC)C(C)C1(CCC1)C1=CC(=C(C=C1)Cl)Cl (N-acetyl-N-ethyl-1-[1-(3,4-dichlorophenyl)cyclobutyl]ethylamine). Reported procedure: A mixture of N-ethyl-1-[1-(3,4-dichlorophenyl)cyclobutyl]ethylamine (0.5 g prepared by treating the product of Example 21 with aqueous sodium hydroxide) and acetic anhydride (1 ml) was heated at 40°-45° C. for thirty minutes. The reaction mixture was basified and extracted with ether. The ether extract was washed, dried and evaporated to give N-acetyl-N-ethyl-1-[1-(3,4-dichlorophenyl)cyclobutyl]ethylamine as an oil. The reactants are Cl.C(C)NC(C)C1(CCC1)C1=CC(=C(C=C1)Cl)Cl (N-ethyl-1-[1-(3,4-dichlorophenyl)cyclobutyl]ethylamine hydrochloride), [OH-].[Na+] (sodium hydroxide), C(C)(=O)OC(C)=O (acetic anhydride), C(C)NC(C)C1(CCC1)C1=CC(=C(C=C1)Cl)Cl (N-ethyl-1-[1-(3,4-dichlorophenyl)cyclobutyl]ethylamine). RXN SMILES: [CH2:1]([NH:3][CH:4]([C:6]1([C:10]2[CH:15]=[CH:14][C:13]([Cl:16])=[C:12]([Cl:17])[CH:11]=2)[CH2:9][CH2:8][CH2:7]1)[CH3:5])[CH3:2].Cl.C(NC(C1(C2C=CC(Cl)=C(Cl)C=2)CCC1)C)C.[OH-].[Na+].C(O[C:42](=[O:44])[CH3:43])(=O)C>>[C:42]([N:3]([CH:4]([C:6]1([C:10]2[CH:15]=[CH:14][C:13]([Cl:16])=[C:12]([Cl:17])[CH:11]=2)[CH2:9][CH2:8][CH2:7]1)[CH3:5])[CH2:1][CH3:2])(=[O:44])[CH3:43] |f:1.2,3.4|. Reactants: C(C1=CC=CC=C1)OC(=O)N1CCC(CC1)N1C(CCCC1)=O (2-Oxo-[1,4′]bipiperidinyl-1′-carboxylic acid benzyl ester). Reagents/catalysts: [OH-].[OH-].[Pd+2] (Pearlman's catalyst). Solvent: C(C)O (ethanol). Product: N1(C(CCCC1)=O)C1CCNCC1 ([1,4′]Bipiperidinyl-2-one), solid. RXN SMILES: C(OC([N:11]1[CH2:16][CH2:15][CH:14]([N:17]2[CH2:22][CH2:21][CH2:20][CH2:19][C:18]2=[O:23])[CH2:13][CH2:12]1)=O)C1C=CC=CC=1>[OH-].[OH-].[Pd+2].C(O)C>[N:17]1([CH:14]2[CH2:15][CH2:16][NH:11][CH2:12][CH2:13]2)[CH2:22][CH2:21][CH2:20][CH2:19][C:18]1=[O:23] |f:1.2.3|. Procedure details: 2-Oxo-[1,4′]bipiperidinyl-1′-carboxylic acid benzyl ester (2.5 g) and Pearlman's catalyst (0.50 g) was stirred in ethanol (30 mL) under hydrogen (1 atm). After 20 hours the reaction as filtered through celite and concentrated. The title compound was obtained as a white solid (1.45 g). MS: m/z=183 (M+H). Reactants: C(C)(=O)C1=CC=C(C(=O)OC)C=C1 (methyl 4-acetylbenzoate), C(F)(F)(F)[Si](C)(C)C (CF3SiMe3), CCCC[N+](CCCC)(CCCC)CCCC.[F-] (TBAF). Solvent: CCOCC (Et2O), C1CCOC1 (THF). Reaction conditions: time 2.5 hour. Yields the product FC(C(C)(O)C1=CC=C(C(=O)OC)C=C1)(F)F (methyl 4-(1,1,1-trifluoro-2-hydroxypropan-2-yl)benzoate). Yield: 86.0%. As a reaction SMILES: [C:1]([C:4]1[CH:13]=[CH:12][C:7]([C:8]([O:10][CH3:11])=[O:9])=[CH:6][CH:5]=1)(=[O:3])[CH3:2].[C:14]([Si](C)(C)C)([F:17])([F:16])[F:15].CCCC[N+](CCCC)(CCCC)CCCC.[F-]>C1COCC1.CCOCC>[F:15][C:14]([F:17])([F:16])[C:1]([C:4]1[CH:13]=[CH:12][C:7]([C:8]([O:10][CH3:11])=[O:9])=[CH:6][CH:5]=1)([OH:3])[CH3:2] |f:2.3|. Procedure details: To a mixture of methyl 4-acetylbenzoate (5.0 g, 28.1 mmol) and CF3SiMe3 (12.5 mL, 84.2 mmol) in THF (150 mL) was added TBAF (1.0 M, 78.6 mL, 78.6 mmol) dropwise at 0° C. The mixture was stirred for 2.5 h at room temperature, diluted with Et2O (100 mL). The solution was washed with saturated aqueous NaHCO3 and brine, dried and concentrated. Flash chromatography of the residue, using 2:8 EtOAc-Hexane, gave methyl 4-(1,1,1-trifluoro-2-hydroxypropan-2-yl)benzoate (6.0 g). 1H NMR (CDCl3) δ 8.07(d, J=... The reactants are ClC1=CC=C(OC2=CC=C(N)C=C2)C=C1 (4-(4-chlorophenoxy)aniline), C(C1=CC=CC=C1)OC[C@@H](C(=O)O)NC(=O)OC(C)(C)C ((S)-3-(benzyloxy)-2-(tert-butoxycarbonylamino)propanoic acid). The product is N[C@H](C(=O)NC1=CC=C(C=C1)OC1=CC=C(C=C1)Cl)COCC1=CC=CC=C1 ((S)-2-amino-3-(benzyloxy)-N-(4-(4-chlorophenoxy)phenyl)propanamide). The yield is 48.7%. As a reaction SMILES: [Cl:1][C:2]1[CH:15]=[CH:14][C:5]([O:6][C:7]2[CH:13]=[CH:12][C:10]([NH2:11])=[CH:9][CH:8]=2)=[CH:4][CH:3]=1.[CH2:16]([O:23][CH2:24][C@H:25]([NH:29]C(OC(C)(C)C)=O)[C:26](O)=[O:27])[C:17]1[CH:22]=[CH:21][CH:20]=[CH:19][CH:18]=1>>[NH2:29][C@@H:25]([CH2:24][O:23][CH2:16][C:17]1[CH:22]=[CH:21][CH:20]=[CH:19][CH:18]=1)[C:26]([NH:11][C:10]1[CH:12]=[CH:13][C:7]([O:6][C:5]2[CH:14]=[CH:15][C:2]([Cl:1])=[CH:3][CH:4]=2)=[CH:8][CH:9]=1)=[O:27]. Procedure details: Proceeding as in Reference 5, but substituting 4-(4-chlorophenoxy)aniline (329 mg, 1.5 mmoles) and (S)-3-(benzyloxy)-2-(tert-butoxycarbonylamino)propanoic acid (487 mg, 1.65 mmoles), gave (S)-2-amino-3-(benzyloxy)-N-(4-(4-chlorophenoxy)phenyl)propanamide (290 mg, 48%). Starting materials: CC(C)(C)[Si](C)(C)OCC1CN(c2ccc(I)cc2)C(=O)O1, Cc1cn(CC2CN(c3ccc([Sn](C)(C)C)c(F)c3)C(=O)O2)nn1. The product is Cc1cn(CC2CN(c3ccc(-c4ccc(N5CC(CO[Si](C)(C)C(C)(C)C)OC5=O)cc4)c(F)c3)C(=O)O2)nn1. Reaction SMILES: [C:1]([CH3:2])([CH3:3])([CH3:4])[Si:5]([O:6][CH2:7][CH:8]1[CH2:9][N:10]([c:14]2[cH:15][cH:16][c:17]([I:20])[cH:18][cH:19]2)[C:11](=[O:13])[O:12]1)([CH3:21])[CH3:22].[F:23][c:24]1[cH:25][c:26]([N:34]2[C:35](=[O:46])[O:36][CH:37]([CH2:39][n:40]3[n:41][n:42][c:43]([CH3:45])[cH:44]3)[CH2:38]2)[cH:27][cH:28][c:29]1[Sn:30]([CH3:31])([CH3:32])[CH3:33]>>[C:1]([CH3:2])([CH3:3])([CH3:4])[Si:5]([O:6][CH2:7][CH:8]1[CH2:9][N:10]([c:14]2[cH:15][cH:16][c:17](-[c:29]3[c:24]([F:23])[cH:25][c:26]([N:34]4[C:35](=[O:46])[O:36][CH:37]([CH2:39][n:40]5[n:41][n:42][c:43]([CH3:45])[cH:44]5)[CH2:38]4)[cH:27][cH:28]3)[cH:18][cH:19]2)[C:11](=[O:13])[O:12]1)([CH3:21])[CH3:22].